This data is from the Open Reaction Database (ORD), a public repository of structured organic reaction records. The task is: describe an organic reaction: reactants, conditions, products, and yield Starting materials: WSC•monohydrochloride, C1=CC2=C(N=C1)N(N=N2)O (HOAt), C1(CC1)N (cyclopropylamine), O (Water), ClC=1C=CC(=C(C(=O)O)C1)OC(C)(C1=NN=C(N1C)C1=C(C=CC=C1)C(F)(F)F)C (5-chloro-2-(1-methyl-1-{4-methyl-5-[2-(trifluoromethyl)phenyl]-4H-1,2,4-triazol-3-yl}ethoxy)benzoic acid). The solvent is CN(C)C=O (DMF). Run at time 2 hour. The product is Cl.ClC=1C=CC(=C(C(=O)NC2CC2)C1)OC(C)(C1=NN=C(N1C)C1=C(C=CC=C1)C(F)(F)F)C (5-chloro-N-cyclopropyl-2-(1-methyl-1-{4-methyl-5-[2-(trifluoromethyl)phenyl]-4H-1,2,4-triazol-3-yl}ethoxy)benzamide monohydrochloride). Yield: 124.0%. Reaction SMILES: [Cl:1][C:2]1[CH:3]=[CH:4][C:5]([O:11][C:12]([CH3:30])([C:14]2[N:18]([CH3:19])[C:17]([C:20]3[CH:25]=[CH:24][CH:23]=[CH:22][C:21]=3[C:26]([F:29])([F:28])[F:27])=[N:16][N:15]=2)[CH3:13])=[C:6]([CH:10]=1)[C:7](O)=[O:8].C1C=N[C:34]2[N:37](O)N=N[C:33]=2[CH:32]=1.C1(N)CC1.O>CN(C=O)C>[ClH:1].[Cl:1][C:2]1[CH:3]=[CH:4][C:5]([O:11][C:12]([CH3:30])([C:14]2[N:18]([CH3:19])[C:17]([C:20]3[CH:25]=[CH:24][CH:23]=[CH:22][C:21]=3[C:26]([F:27])([F:28])[F:29])=[N:16][N:15]=2)[CH3:13])=[C:6]([CH:10]=1)[C:7]([NH:37][CH:34]1[CH2:33][CH2:32]1)=[O:8] |f:5.6|. Procedure details: 5-chloro-2-(1-methyl-1-{4-methyl-5-[2-(trifluoromethyl)phenyl]-4H-1,2,4-triazol-3-yl}ethoxy)benzoic acid (300 mg) was dissolved in DMF (9 ml), and WSC•monohydrochloride (200 mg), HOAt (140 mg) and cyclopropylamine (0.235 ml) were added thereto, followed by stiffing at room temperature for 2 hours. Water was added thereto, followed by extraction with ethyl acetate. The organic layer was washed with water and then saturated brine in this order, dried over anhydrous magnesium sulfate and then conce...